This data is from the Open Reaction Database (ORD), a public repository of structured organic reaction records. The task is: describe an organic reaction: reactants, conditions, products, and yield The reactants are C1COCCO1, CCN(C(C)C)C(C)C, Clc1nccc2ccccc12, O=S(=O)(c1cccc(Cl)c1)C1CCNCC1. Product: O=S(=O)(c1cccc(Cl)c1)C1CCN(c2nccc3ccccc23)CC1. Reaction SMILES: [CH2:37]1[O:38][CH2:39][CH2:40][O:41][CH2:42]1.[CH:28]([N:29]([CH2:30][CH3:31])[CH:32]([CH3:33])[CH3:34])([CH3:35])[CH3:36].[Cl:17][c:18]1[n:19][cH:20][cH:21][c:22]2[cH:23][cH:24][cH:25][cH:26][c:27]12.[Cl:1][c:2]1[cH:3][c:4]([S:8](=[O:9])(=[O:10])[CH:11]2[CH2:12][CH2:13][NH:14][CH2:15][CH2:16]2)[cH:5][cH:6][cH:7]1>>[Cl:1][c:2]1[cH:3][c:4]([S:8](=[O:9])(=[O:10])[CH:11]2[CH2:12][CH2:13][N:14]([c:18]3[n:19][cH:20][cH:21][c:22]4[cH:23][cH:24][cH:25][cH:26][c:27]34)[CH2:15][CH2:16]2)[cH:5][cH:6][cH:7]1. Reactants: NC1=C(C=CC=C1)NC([C@H](CC1=CC(=C(C=C1)N1S(NC(C1)=O)(=O)=O)OCC1=CC=CC=C1)NS(=O)(=O)C1=CC=CC=C1)=O ((S)—N-(2-aminophenyl)-2-benzenesulfonylamino-3-[3-benzyloxy-4-(1,1,4-trioxo-1,2,5-thiadiazolidin-2-yl)-phenyl]-propionamide). Run in C(C)(=O)O (acetic acid). Product: N1C(=NC2=C1C=CC=C2)[C@H](CC2=CC(=C(C=C2)N2S(NC(C2)=O)(=O)=O)OCC2=CC=CC=C2)NS(=O)(=O)C2=CC=CC=C2 (N-{(S)-1-(1H-Benzoimidazol-2-yl)-2-[3-benzyloxy-4-(1,1,4-trioxo-1,2,5-thiadiazolidin-2-yl)-phenyl]-ethyl}-benzenesulfonamide). As a reaction SMILES: [NH2:1][C:2]1[CH:7]=[CH:6][CH:5]=[CH:4][C:3]=1[NH:8][C:9](=O)[C@@H:10]([NH:34][S:35]([C:38]1[CH:43]=[CH:42][CH:41]=[CH:40][CH:39]=1)(=[O:37])=[O:36])[CH2:11][C:12]1[CH:17]=[CH:16][C:15]([N:18]2[CH2:22][C:21](=[O:23])[NH:20][S:19]2(=[O:25])=[O:24])=[C:14]([O:26][CH2:27][C:28]2[CH:33]=[CH:32][CH:31]=[CH:30][CH:29]=2)[CH:13]=1>C(O)(=O)C>[NH:8]1[C:3]2[CH:4]=[CH:5][CH:6]=[CH:7][C:2]=2[N:1]=[C:9]1[C@@H:10]([NH:34][S:35]([C:38]1[CH:43]=[CH:42][CH:41]=[CH:40][CH:39]=1)(=[O:36])=[O:37])[CH2:11][C:12]1[CH:17]=[CH:16][C:15]([N:18]2[CH2:22][C:21](=[O:23])[NH:20][S:19]2(=[O:24])=[O:25])=[C:14]([O:26][CH2:27][C:28]2[CH:29]=[CH:30][CH:31]=[CH:32][CH:33]=2)[CH:13]=1. Procedure: A solution of (S)—N-(2-aminophenyl)-2-benzenesulfonylamino-3-[3-benzyloxy-4-(1,1,4-trioxo-1,2,5-thiadiazolidin-2-yl)-phenyl]-propionamide in acetic acid is stirred at 60° C. for 4 h. The solvent is removed under reduced pressure to give the title compound. Starting materials: C(C)OP(OCC)OCC (triethylphosphite), [OH-].[Na+] (sodium hydroxide), FC=1C=C2CC(C(C2=CC1)=O)C1=CC=C(C=C1)F (5-Fluoro-2-(4-fluorophenyl)-2,3-dihydro-1H-inden-1-one). The reagents and catalysts are [Cl-].C(C1=CC=CC=C1)[N+](CC)(CC)CC (benzyltriethylammonium chloride). Solvent: C1(=CC=CC=C1)C (toluene), C1(=CC=CC=C1)C (toluene). Product: FC=1C=C2CC(C(C2=CC1)=O)(O)C1=CC=C(C=C1)F (5-Fluoro-2-(4-fluorophenyl)-2.3-dihydro-2-hydroxy-1H-inden-1-one). Yield: 38.8%. As a reaction SMILES: [F:1][C:2]1[CH:3]=[C:4]2[C:8](=[CH:9][CH:10]=1)[C:7](=[O:11])[CH:6]([C:12]1[CH:17]=[CH:16][C:15]([F:18])=[CH:14][CH:13]=1)[CH2:5]2.C([O:21]P(OCC)OCC)C.[OH-].[Na+]>[Cl-].C([N+](CC)(CC)CC)C1C=CC=CC=1.C1(C)C=CC=CC=1>[F:1][C:2]1[CH:3]=[C:4]2[C:8](=[CH:9][CH:10]=1)[C:7](=[O:11])[C:6]([C:12]1[CH:17]=[CH:16][C:15]([F:18])=[CH:14][CH:13]=1)([OH:21])[CH2:5]2 |f:2.3,4.5|. Reported procedure: A solution of 7.0 g (0.029 moles) of the product obtained from Step A and 69 mL of toluene was added with stirring to a mixture of 5.7 g (0.034 moles) of triethylphosphite, 0.33 g (0.0014 moles) of benzyltriethylammonium chloride, 344 mL of toluene and 167 mL of 50% aqueous sodium hydroxide solution. A steady stream of air was introduced into the vigorously stirred reaction mixture at room temperature for 1 hour. The resulting mixture was partitioned between hexane/ether and water and the aqueou... Starting materials: Nc1ccc(S(=O)(=O)c2cc(Br)nc(N3CCCC3)c2)cc1, [Li]CCCC, CCCCCC, C1CCOC1, O. Product: Nc1ccc(S(=O)(=O)c2ccnc(N3CCCC3)c2)cc1. Reaction SMILES: [Br:1][c:2]1[n:3][c:4]([N:18]2[CH2:19][CH2:20][CH2:21][CH2:22]2)[cH:5][c:6]([S:8](=[O:9])(=[O:10])[c:11]2[cH:12][cH:13][c:14]([NH2:17])[cH:15][cH:16]2)[cH:7]1.[CH3:23][CH2:24][CH2:25][CH2:26][Li:27].[CH3:34][CH2:35][CH2:36][CH2:37][CH2:38][CH3:39].[O:29]1[CH2:30][CH2:31][CH2:32][CH2:33]1.[OH2:28]>>[cH:2]1[n:3][c:4]([N:18]2[CH2:19][CH2:20][CH2:21][CH2:22]2)[cH:5][c:6]([S:8](=[O:9])(=[O:10])[c:11]2[cH:12][cH:13][c:14]([NH2:17])[cH:15][cH:16]2)[cH:7]1. As a reaction SMILES: [CH3:1][O:2][C:3]([CH:4]=[CH:5][c:6]1[cH:7][c:8]2[c:13]([cH:14][cH:15]1)[O:12][C:11]1([CH2:10][C:9]2=[O:31])[CH2:16][CH2:17][N:18]([CH2:21][CH2:22][c:23]2[cH:24][cH:25][c:26]([O:29][CH3:30])[cH:27][cH:28]2)[CH2:19][CH2:20]1)=[O:32].[ClH:33]>>[O:2]=[C:3]([CH:4]=[CH:5][c:6]1[cH:7][c:8]2[c:13]([cH:14][cH:15]1)[O:12][C:11]1([CH2:10][C:9]2=[O:31])[CH2:16][CH2:17][N:18]([CH2:21][CH2:22][c:23]2[cH:24][cH:25][c:26]([O:29][CH3:30])[cH:27][cH:28]2)[CH2:19][CH2:20]1)[OH:32]. Reactants: COC(=O)C=Cc1ccc2c(c1)C(=O)CC1(CCN(CCc3ccc(OC)cc3)CC1)O2, Cl. Yields the product COc1ccc(CCN2CCC3(CC2)CC(=O)c2cc(C=CC(=O)O)ccc2O3)cc1. The reactants are CC1=CC2=C(C(=NO2)OCOC)C=C1 (methoxymethyl 6-methyl-1,2-benzisoxazol-3-yl ether), BrN1C(CCC1=O)=O (N-bromosuccinimide), C(C)(=O)OCC (ethyl acetate), O (water). The reagents and catalysts are N(=NC(C#N)(C)C)C(C#N)(C)C (2,2′-azobisisobutyronitrile). The solvent is C1=CC=CC=C1 (benzene). Reaction conditions: time 30 minute. The product is BrCC1=CC2=C(C(=NO2)OCOC)C=C1 (6-(bromomethyl)-3-(methoxymethoxy)-1,2-benzisoxazole). The yield is 101.2%. RXN SMILES: [CH3:1][C:2]1[CH:14]=[CH:13][C:5]2[C:6]([O:9][CH2:10][O:11][CH3:12])=[N:7][O:8][C:4]=2[CH:3]=1.[Br:15]N1C(=O)CCC1=O.C(OCC)(=O)C.O>C1C=CC=CC=1.N(C(C)(C)C#N)=NC(C)(C)C#N>[Br:15][CH2:1][C:2]1[CH:14]=[CH:13][C:5]2[C:6]([O:9][CH2:10][O:11][CH3:12])=[N:7][O:8][C:4]=2[CH:3]=1. Procedure details: 20.0 g of methoxymethyl 6-methyl-1,2-benzisoxazol-3-yl ether was dissolved in 200 mL of benzene, to which 20.3 g of N-bromosuccinimide and 1.7 g of 2,2′-azobisisobutyronitrile were successively added at room temperature, and this mixture was stirred for 30 minutes while heating it under reflux. The reaction mixture was cooled to room temperature, and added to a mixture of ethyl acetate and water, and then the organic phase was separated therefrom. After the resultant organic phase was washed wit...